From a dataset of the Open Reaction Database (ORD), a public repository of structured organic reaction records. describe an organic reaction: reactants, conditions, products, and yield As a reaction SMILES: [Ba+2:36].[Br:1][CH:2]1[CH:3]([n:13]2[c:14](=[O:15])[nH:16][c:17](=[O:18])[c:19]([CH3:21])[cH:20]2)[O:4][CH:5]([CH2:8][O:9][C:10]([CH3:11])=[O:12])[CH:6]1[OH:7].[CH3:23][C:24](=[O:25])[O-:26].[CH3:29][OH:30].[H:27][H:28].[Na+:22].[Pd+2:37].[S:31]([O-:32])([O-:33])(=[O:34])=[O:35].[S:38]([O-:39])([O-:40])(=[O:41])=[O:42]>>[CH2:2]1[CH:3]([n:13]2[c:14](=[O:15])[nH:16][c:17](=[O:18])[c:19]([CH3:21])[cH:20]2)[O:4][CH:5]([CH2:8][O:9][C:10]([CH3:11])=[O:12])[CH:6]1[OH:7]. Reactants: [Ba+2], CC(=O)OCC1OC(n2cc(C)c(=O)[nH]c2=O)C(Br)C1O, CC(=O)[O-], CO, [H][H], [Na+], [Pd+2], O=S(=O)([O-])[O-], O=S(=O)([O-])[O-]. Yields the product CC(=O)OCC1OC(n2cc(C)c(=O)[nH]c2=O)CC1O. Starting materials: CC1=CC2=C(N(C=N2)CC2=CC3=C(N=C(S3)SC)C=C2)C=C1 (6-((5-methyl-1H-benzo[d]imidazol-1-yl)methyl)-2-(methylthio)benzo[d]thiazole), ClC1=CC(=CC=C1)C(=O)OO (meta-chloroperbenzoic acid). The solvent is C(Cl)Cl (DCM), C(Cl)Cl (DCM), CCOC(=O)C (EtOAc). Reaction conditions: temperature 0 celsius, time 2 hour. Product: CC1=CC2=C(N(C=N2)CC2=CC3=C(N=C(S3)S(=O)C)C=C2)C=C1 (6-((5-methyl-1H-benzo[d]imidazol-1-yl)methyl)-2-(methylsulfinyl)benzo[d]thiazole). Yield: 106.3%. Reaction SMILES: [CH3:1][C:2]1[CH:22]=[CH:21][C:5]2[N:6]([CH2:9][C:10]3[CH:20]=[CH:19][C:13]4[N:14]=[C:15]([S:17][CH3:18])[S:16][C:12]=4[CH:11]=3)[CH:7]=[N:8][C:4]=2[CH:3]=1.ClC1C=CC=C(C(OO)=[O:31])C=1>C(Cl)Cl.CCOC(C)=O>[CH3:1][C:2]1[CH:22]=[CH:21][C:5]2[N:6]([CH2:9][C:10]3[CH:20]=[CH:19][C:13]4[N:14]=[C:15]([S:17]([CH3:18])=[O:31])[S:16][C:12]=4[CH:11]=3)[CH:7]=[N:8][C:4]=2[CH:3]=1. Reported procedure: To a stirred solution of 6-((5-methyl-1H-benzo[d]imidazol-1-yl)methyl)-2-(methylthio)benzo[d]thiazole (0.61 g, 1.8 mmol) from the previous step in DCM (20 mL) at 0° C. was added a solution of meta-chloroperbenzoic acid (0.40 g, 1.57 mmol) in DCM (3 mL). After stirring for 2 h at 0° C., the solution was diluted with EtOAc (100 mL) and washed sequentially with saturated aq Na2S2O3, saturated aq NaHCO3, and brine. The organic layer was separated, dried over Na2SO4, filtered, and concentrated under ... The reactants are OC=1C=CC(=C(C1)C(F)(F)F)[N+](=O)[O-] (5-hydroxy-2-nitrobenzotrifluoride), ClS(=O)(=O)N=C=O (chlorosulfonyl isocyanate), C1(=CC=CC=C1)C (toluene). The solvent is C1=CC=CC=C1 (benzene). Yields the product [N+](=O)([O-])C1=C(C=C(C=C1)OS(N)(=O)=O)C(F)(F)F (Sulfamic acid 4-nitro-3-(trifluoromethyl)phenyl ester). The yield is 77.6%. RXN SMILES: [OH:1][C:2]1[CH:3]=[CH:4][C:5]([N+:12]([O-:14])=[O:13])=[C:6]([C:8]([F:11])([F:10])[F:9])[CH:7]=1.Cl[S:16]([N:19]=C=O)(=[O:18])=[O:17].C1(C)C=CC=CC=1>C1C=CC=CC=1>[N+:12]([C:5]1[CH:4]=[CH:3][C:2]([O:1][S:16](=[O:18])(=[O:17])[NH2:19])=[CH:7][C:6]=1[C:8]([F:11])([F:10])[F:9])([O-:14])=[O:13]. Procedure details: This compound was prepared according to the procedure used in Example 84. A mixture of 10.4 g (0.05 mole) of 5-hydroxy-2-nitrobenzotrifluoride, 7.8 g (0.055 mole) of chlorosulfonyl isocyanate and 75 ml of toluene gave 11.1 g (78%) of tan solid, mp 95°-97° C. (benzene). Reactants: CC(C)O, I[Cu]I, Ic1ccc2nccn2c1, NCCO, [Na+], [OH-]. Yields the product OCCNc1ccc2nccn2c1. RXN SMILES: [CH:17]([OH:18])([CH3:19])[CH3:20].[Cu:21]([I:22])[I:23].[I:1][c:2]1[cH:3][cH:4][c:5]2[n:6]([cH:7]1)[cH:8][cH:9][n:10]2.[NH2:11][CH2:12][CH2:13][OH:14].[Na+:16].[OH-:15]>>[c:2]1([NH:11][CH2:12][CH2:13][OH:14])[cH:3][cH:4][c:5]2[n:6]([cH:7]1)[cH:8][cH:9][n:10]2. Run in CO (MeOH). Reported procedure: Amino-2-pyridylmethane-1-thione (1.88 g, 0.0136 mol), ethyl bromopyruvate (1.80 mL, 0.0143 mol) and EtOH (30 mL) were combined and heated to reflux. GC/MS of reaction mixture after 3 h showed total consumption of the starting materials. After cooling to RT, the solvent was removed under vacuum resulting in a dark brown oil (GC/MS m/z: 235 (M+H); GC Retention time: 10.69 min). The material was taken up in MeOH (20 mL), 1.0M LiOH—H2O (20 mL) was added and the mixture was heated to 100° C. for 14 h... Yields the product N1=C(C=CC=C1)C=1SC=C(N1)C(=O)O (2-(2-Pyridinyl)thiazole-4-carboxylic acid). Starting materials: NC(=S)C1=NC=CC=C1 (Amino-2-pyridylmethane-1-thione), O[Li].O (LiOH—H2O), BrCC(C(=O)OCC)=O (ethyl bromopyruvate), CCO (EtOH). As a reaction SMILES: [NH2:1][C:2]([C:4]1[CH:9]=[CH:8][CH:7]=[CH:6][N:5]=1)=[S:3].Br[CH2:11][C:12](=O)[C:13]([O:15]CC)=[O:14].CCO.O[Li].O>CO>[N:5]1[CH:6]=[CH:7][CH:8]=[CH:9][C:4]=1[C:2]1[S:3][CH:11]=[C:12]([C:13]([OH:15])=[O:14])[N:1]=1 |f:3.4|. The reactants are C([O-])([O-])=O.[K+].[K+] (Potassium carbonate), CI (methyl iodide), C1=CC=C(C=2OC3=C(C21)C=CC=C3)O (dibenzofuran-4-ol). Solvent: CC(=O)C (acetone). Reaction conditions: time 18 hour. Product: COC1=CC=CC2=C1OC1=C2C=CC=C1 (4-Methoxy-dibenzofuran). The yield is 100.0%. Reaction SMILES: [C:1](=O)([O-])[O-].[K+].[K+].CI.[CH:9]1[C:17]2[C:16]3[CH:18]=[CH:19][CH:20]=[CH:21][C:15]=3[O:14][C:13]=2[C:12]([OH:22])=[CH:11][CH:10]=1>CC(C)=O>[CH3:1][O:22][C:12]1[C:13]2[O:14][C:15]3[CH:21]=[CH:20][CH:19]=[CH:18][C:16]=3[C:17]=2[CH:9]=[CH:10][CH:11]=1 |f:0.1.2|. Procedure: Potassium carbonate (1.4 g, 10.11 mmol) and methyl iodide (0.42 mL, 6.74 mmol) were added to a solution of dibenzofuran-4-ol (1.24 g, 6.74 mmol) in acetone (65 mL). The reaction was heated at reflux and stirred for 18 h. Upon cooling, the reaction mixture was successively washed with 1 M sodium hydroxide, water and brine. The organic layer was dried on magnesium sulfate, filtered and then concentrated to give the product (1.33 g, 6.74 mmol, 100%) as a white needle that was used without further p... The reactants are ClC1=CC=C(N)C=C1 (4-chloroaniline), [Na] (sodium), BrC(C(=O)O)C(CC)C (α-bromo-3-methylpentanoic acid). Product: ClC1=CC=C(C=C1)N[C@@H]([C@@H](C)CC)C(=O)O (N-(4-chlorophenyl)isoleucine). RXN SMILES: [Cl:1][C:2]1[CH:8]=[CH:7][C:5]([NH2:6])=[CH:4][CH:3]=1.[Na].Br[CH:11]([CH:15]([CH3:18])[CH2:16][CH3:17])[C:12]([OH:14])=[O:13]>>[Cl:1][C:2]1[CH:8]=[CH:7][C:5]([NH:6][C@H:11]([C:12]([OH:14])=[O:13])[C@H:15]([CH2:16][CH3:17])[CH3:18])=[CH:4][CH:3]=1 |^1:8|. Procedure: N-(4-chlorophenyl)isoleucine is prepared by the reaction of 4-chloroaniline with the sodium salt of α-bromo-3-methylpentanoic acid neat at 100°. Starting materials: CC(C)(C)OC(=O)N1CCC(CCCn2ccc3cc(CO)c(Cl)cc32)CC1, Cc1ccccc1, O=[Mn]=O. Yields the product CC(C)(C)OC(=O)N1CCC(CCCn2ccc3cc(C=O)c(Cl)cc32)CC1. RXN SMILES: [C:1]([CH3:2])([CH3:3])([CH3:4])[O:5][C:6](=[O:7])[N:8]1[CH2:9][CH2:10][CH:11]([CH2:14][CH2:15][CH2:16][n:17]2[cH:18][cH:19][c:20]3[cH:21][c:22]([CH2:27][OH:28])[c:23]([Cl:26])[cH:24][c:25]23)[CH2:12][CH2:13]1.[CH3:29][c:30]1[cH:31][cH:32][cH:33][cH:34][cH:35]1.[O:36]=[Mn:37]=[O:38]>>[C:1]([CH3:2])([CH3:3])([CH3:4])[O:5][C:6](=[O:7])[N:8]1[CH2:9][CH2:10][CH:11]([CH2:14][CH2:15][CH2:16][n:17]2[cH:18][cH:19][c:20]3[cH:21][c:22]([CH:27]=[O:28])[c:23]([Cl:26])[cH:24][c:25]23)[CH2:12][CH2:13]1.